Dataset: the Open Reaction Database (ORD), a public repository of structured organic reaction records. Task: describe an organic reaction: reactants, conditions, products, and yield Reactants: OC=1C=C(C2=C(N=CS2)C1)O[C@H](C)[C@@H]1CC(N(C1)[C@H](C)C1=CC=C(C=C1)O)=O ((R)-4-((R)-1-(5-hydroxybenz o[d]thiazol-7-yloxy)ethyl)-1-((R)-1-(4-hydroxyphenyl)ethyl)pyrrolidin-2-one), C(=O)(C(F)(F)F)O (TFA), C(=O)(C(F)(F)F)O (TFA). Run at temperature 65 celsius, time 15 hour. Yields the product OC=1C=C(C2=C(N=CS2)C1)O[C@H](C)[C@@H]1CC(NC1)=O ((R)-4-((R)-1-(5-hydroxybenzo[d]thiazol-7-yloxy)ethyl)pyrrolidin-2-one). As a reaction SMILES: [OH:1][C:2]1[CH:3]=[C:4]([O:11][C@@H:12]([C@H:14]2[CH2:18][N:17]([C@@H](C3C=CC(O)=CC=3)C)[C:16](=[O:28])[CH2:15]2)[CH3:13])[C:5]2[S:9][CH:8]=[N:7][C:6]=2[CH:10]=1.C(O)(C(F)(F)F)=O>>[OH:1][C:2]1[CH:3]=[C:4]([O:11][C@@H:12]([C@H:14]2[CH2:18][NH:17][C:16](=[O:28])[CH2:15]2)[CH3:13])[C:5]2[S:9][CH:8]=[N:7][C:6]=2[CH:10]=1. Procedure details: The crude (R)-4-((R)-1-(5-hydroxybenz o[d]thiazol-7-yloxy)ethyl)-1-((R)-1-(4-hydroxyphenyl)ethyl)pyrrolidin-2-one (˜1 mmol) from the previous step was dissolved in TFA (10 mL, 130 mmol) and the resulting solution was heated to 65° C. After 15 h, additional TFA (5 mL, 65 mmol) was added and the reaction temperature was increased to 70° C. After an additional 2 h, the reaction mixture was concentrated in vacuo and was diluted with EtOAc (50 mL), saturated aqueous NaHCO3 (30 mL) and brine (20 mL). ... Starting materials: Cl, Cl, Cl, NC1CCN(CCN2CCCC(O)C2)CC1, Cc1ccc(Oc2cccc3[nH]c(C(=O)O)cc23)cc1. The product is Cc1ccc(Oc2cccc3[nH]c(C(=O)NC4CCN(CCN5CCCC(O)C5)CC4)cc23)cc1. RXN SMILES: [ClH:21].[ClH:22].[ClH:23].[NH2:24][CH:25]1[CH2:26][CH2:27][N:28]([CH2:31][CH2:32][N:33]2[CH2:34][CH:35]([OH:39])[CH2:36][CH2:37][CH2:38]2)[CH2:29][CH2:30]1.[c:1]1([CH3:20])[cH:2][cH:3][c:4]([O:7][c:8]2[c:9]3[cH:10][c:11]([C:17](=[O:18])[OH:19])[nH:12][c:13]3[cH:14][cH:15][cH:16]2)[cH:5][cH:6]1>>[c:1]1([CH3:20])[cH:2][cH:3][c:4]([O:7][c:8]2[c:9]3[cH:10][c:11]([C:17](=[O:19])[NH:24][CH:25]4[CH2:26][CH2:27][N:28]([CH2:31][CH2:32][N:33]5[CH2:34][CH:35]([OH:39])[CH2:36][CH2:37][CH2:38]5)[CH2:29][CH2:30]4)[nH:12][c:13]3[cH:14][cH:15][cH:16]2)[cH:5][cH:6]1. The reactants are CC(Br)C(=O)O, CN(C)C=O, Cl, Oc1ccc(C(F)(F)F)cc1, [H][H], O. Yields the product CC(Oc1ccc(C(F)(F)F)cc1)C(=O)O. As a reaction SMILES: [Br:15][CH:16]([C:17](=[O:18])[OH:19])[CH3:20].[CH3:21][N:22]([CH3:23])[CH:24]=[O:25].[ClH:14].[F:1][C:2]([c:3]1[cH:4][cH:5][c:6]([OH:9])[cH:7][cH:8]1)([F:10])[F:11].[H:12][H:13].[OH2:26]>>[F:1][C:2]([c:3]1[cH:4][cH:5][c:6]([O:9][CH:16]([C:17](=[O:18])[OH:19])[CH3:20])[cH:7][cH:8]1)([F:10])[F:11]. The reactants are ClC=1N=C(C2=C(N1)C=C(S2)I)N2CCOCC2 (2-Chloro-6-iodo-4-morpholinothieno[3,2-d]pyrimidine), COC/C=C/B1OC(C(O1)(C)C)(C)C ((E)-2-(3-methoxy-1-propen-1-yl)-4,4,5,5-tetramethyl-1,3,2-dioxaborolane). The reagents and catalysts are Cl[Pd]([P](C1=CC=CC=C1)(C2=CC=CC=C2)C3=CC=CC=C3)([P](C4=CC=CC=C4)(C5=CC=CC=C5)C6=CC=CC=C6)Cl (bis(triphenylphosphine)palladium(II) dichloride). Solvent: C(=O)([O-])[O-].[Na+].[Na+] (Na2CO3), C(C)#N (acetonitrile). Product: ClC=1N=C(C2=C(N1)C=C(S2)\C=C\COC)N2CCOCC2 (2-chloro-6-((E)-3-methoxyprop-1-enyl)-4-morpholinothieno[3,2-d]pyrimidine). Yield: 67.9%. RXN SMILES: [Cl:1][C:2]1[N:3]=[C:4]([N:12]2[CH2:17][CH2:16][O:15][CH2:14][CH2:13]2)[C:5]2[S:10][C:9](I)=[CH:8][C:6]=2[N:7]=1.[CH3:18][O:19][CH2:20]/[CH:21]=[CH:22]/B1OC(C)(C)C(C)(C)O1>C([O-])([O-])=O.[Na+].[Na+].C(#N)C.Cl[Pd](Cl)([P](C1C=CC=CC=1)(C1C=CC=CC=1)C1C=CC=CC=1)[P](C1C=CC=CC=1)(C1C=CC=CC=1)C1C=CC=CC=1>[Cl:1][C:2]1[N:3]=[C:4]([N:12]2[CH2:17][CH2:16][O:15][CH2:14][CH2:13]2)[C:5]2[S:10][C:9](/[CH:22]=[CH:21]/[CH2:20][O:19][CH3:18])=[CH:8][C:6]=2[N:7]=1 |f:2.3.4,^1:43,62|. Procedure details: 2-Chloro-6-iodo-4-morpholinothieno[3,2-d]pyrimidine 19 (150 mg), 85 mg of (E)-2-(3-methoxy-1-propen-1-yl)-4,4,5,5-tetramethyl-1,3,2-dioxaborolane and 14 mg of bis(triphenylphosphine)palladium(II) dichloride in 1 mL of 1M Na2CO3 aqueous solution and 1 mL of acetonitrile was heated to 100° C. in a sealed microwave reactor for 10 min. The reaction mixture was evaporated. The crude product was purified by flash chromatography eluting with 5-50% EtOAc/hexane to yield 2-chloro-6-((E)-3-methoxyprop-1-e... Reactants: CS(=O)(=O)C=1N=CC2=C(N1)CN(C2)C(=O)OC(C)(C)C (tert-butyl 2-(methylsulfonyl)-5,7-dihydro-6H-pyrrolo[3,4-d]pyrimidine-6-carboxylate), C([O-])([O-])=O.[Cs+].[Cs+] (cesium carbonate), FC(CO)(F)F (2,2,2-trifluoroethanol). Run in C(C)#N (acetonitrile). Conditions: time 1 hour. Yields the product FC(COC=1N=CC2=C(N1)CNC2)(F)F (2-(2,2,2-Trifluoroethoxy)-6,7-dihydro-5H-pyrrolo[3,4-d]pyrimidine). Reaction SMILES: CS([C:5]1[N:6]=[CH:7][C:8]2[CH2:13][N:12](C(OC(C)(C)C)=O)[CH2:11][C:9]=2[N:10]=1)(=O)=O.C(=O)([O-])[O-].[Cs+].[Cs+].[F:27][C:28]([F:32])([F:31])[CH2:29][OH:30]>C(#N)C>[F:27][C:28]([F:32])([F:31])[CH2:29][O:30][C:5]1[N:6]=[CH:7][C:8]2[CH2:13][NH:12][CH2:11][C:9]=2[N:10]=1 |f:1.2.3|. Procedure details: To a solution of the tert-butyl 2-(methylsulfonyl)-5,7-dihydro-6H-pyrrolo[3,4-d]pyrimidine-6-carboxylate (300 mg) in dry acetonitrile (20 mL), 2,2,2-trifluoroethanol (1.8 mL) and cesium carbonate (815 mg) were added. The resulting mixture was stirred at room temperature for 1 h. The precipitate was removed by filtration. The solution was evaporated, and the resulting residue was purified on a Biotage Horizon® system (silica, gradient 35-65% ethyl acetate in hexanes). After concentration, tert-bu...